Dataset: the Open Reaction Database (ORD), a public repository of structured organic reaction records. Task: describe an organic reaction: reactants, conditions, products, and yield Reactants: CCOC(=O)C (EtOAc), [F-].[K+] (potassium fluoride), ClC1=NC=CN=C1Cl (2,3-dichloropyrazine), ClC=1C=C(C=CC1Cl)B(O)O (3,4-dichlorobenzene boronic acid). The reagents and catalysts are C=1C=CC(=CC1)[P](C=2C=CC=CC2)(C=3C=CC=CC3)[Pd]([P](C=4C=CC=CC4)(C=5C=CC=CC5)C=6C=CC=CC6)([P](C=7C=CC=CC7)(C=8C=CC=CC8)C=9C=CC=CC9)[P](C=1C=CC=CC1)(C=1C=CC=CC1)C=1C=CC=CC1.C1(=CC=CC=C1)P(C1=CC=CC=C1)C1=CC=CC=C1 (tetrakis triphenylphosphine). The solvent is O (water), O (water), C1(=CC=CC=C1)C (toluene). Product: ClC1=NC=CN=C1C1=CC(=C(C=C1)Cl)Cl (2-chloro-3-(3,4-dichloro-phenyl)-pyrazine). Yield: 23.0%. As a reaction SMILES: Cl[C:2]1[C:7]([Cl:8])=[N:6][CH:5]=[CH:4][N:3]=1.[Cl:9][C:10]1[CH:11]=[C:12](B(O)O)[CH:13]=[CH:14][C:15]=1[Cl:16].[F-].[K+].CCOC(C)=O>C1(C)C=CC=CC=1.O.C1C=CC([P]([Pd]([P](C2C=CC=CC=2)(C2C=CC=CC=2)C2C=CC=CC=2)([P](C2C=CC=CC=2)(C2C=CC=CC=2)C2C=CC=CC=2)[P](C2C=CC=CC=2)(C2C=CC=CC=2)C2C=CC=CC=2)(C2C=CC=CC=2)C2C=CC=CC=2)=CC=1.C1(P(C2C=CC=CC=2)C2C=CC=CC=2)C=CC=CC=1>[Cl:8][C:7]1[C:2]([C:13]2[CH:12]=[CH:11][C:10]([Cl:9])=[C:15]([Cl:16])[CH:14]=2)=[N:3][CH:4]=[CH:5][N:6]=1 |f:2.3,7.8,^1:39,41,60,79|. Reported procedure: Dissolve 2,3-dichloropyrazine (2.42 g, 2.03 mmol) and 3,4-dichlorobenzene boronic acid (0.406 g, 2.13 mmol) in toluene (6 mL). Add a solution of potassium fluoride (0.36 g; 6.2 mmol) in deionized water (5 mL). Add tetrakis triphenylphosphine (0.124 gm; 0.11 mmol). Reflux the reaction for 17 hr.s, cool to ambient temperature, and add EtOAc (10 mL) and water (10 mL). Separate the organic layer, re-extract the aqueous layer with EtOAc (2×40 mL), and combine the organic layers. Wash the organic solu... The reactants are C(C)OC(COC1CC2COCC(C1)N2C(=O)OCC2=CC=CC=C2)=O (benzyl 7-(2-ethoxy-2-oxo-ethoxy)-3-oxa-9-azabicyclo[3.3.1]nonane-9-carboxylate). Reagents/catalysts: [Pd] (Pd/C). Run in CCO (EtOH). Conditions: time 2 hour. Yields the product C12COCC(CC(C1)OCC(=O)OCC)N2 (ethyl 2-(3-oxa-9-azabicyclo[3.3.1]nonan-7-yloxy)acetate). Isolated yield 90.5%. Reaction SMILES: [CH2:1]([O:3][C:4](=[O:26])[CH2:5][O:6][CH:7]1[CH2:14][CH:13]2[N:15](C(OCC3C=CC=CC=3)=O)[CH:9]([CH2:10][O:11][CH2:12]2)[CH2:8]1)[CH3:2]>CCO.[Pd]>[CH:13]12[NH:15][CH:9]([CH2:8][CH:7]([O:6][CH2:5][C:4]([O:3][CH2:1][CH3:2])=[O:26])[CH2:14]1)[CH2:10][O:11][CH2:12]2. Procedure: To a solution of intermediate benzyl 7-(2-ethoxy-2-oxo-ethoxy)-3-oxa-9-azabicyclo[3.3.1]nonane-9-carboxylate (144 mg, 0.40 mmol) in EtOH (10 mL) was added 10% Pd/C (20 mg). The mixture was charged with H2 and being stirred at room temperature for 2 h. The mixture was filtered through a pad of Celite and washed with EtOH. The resulting filtrate was concentrated in vacuo to give compound 46a (83 mg, 91%). LC/MS: calc'd 230 (MH+), exp 230 (MH+); 1H NMR (MeOD, 400 MHz): 4.18 (dd, J=14.0, 6.8 Hz, 2H)... The reactants are C(CCC)[Li] (n-butyl lithium), C(CCCCC)C=1C=C(C=CC1)C=1N(C(=C(N1)I)I)C (2-(3-hexyl-phenyl)-4,5-diiodo-1-methyl-1H-imidazole), C(=O)=O (carbon dioxide). Run in C1CCOC1 (THF). Yields the product C(CCCCC)C=1C=C(C=CC1)C1=NC(=C(N1C)C(=O)O)I (2-(3-Hexyl-phenyl)-5-iodo-3-methyl-3H-imidazole-4-carboxylic acid). The yield is 49.0%. As a reaction SMILES: [CH2:1]([C:7]1[CH:8]=[C:9]([C:13]2[N:14]([CH3:20])[C:15](I)=[C:16]([I:18])[N:17]=2)[CH:10]=[CH:11][CH:12]=1)[CH2:2][CH2:3][CH2:4][CH2:5][CH3:6].C([Li])CCC.[C:26](=[O:28])=[O:27]>C1COCC1>[CH2:1]([C:7]1[CH:8]=[C:9]([C:13]2[N:14]([CH3:20])[C:15]([C:26]([OH:28])=[O:27])=[C:16]([I:18])[N:17]=2)[CH:10]=[CH:11][CH:12]=1)[CH2:2][CH2:3][CH2:4][CH2:5][CH3:6]. Procedure: A solution of 7.27 g (14.7 mmol) of 2-(3-hexyl-phenyl)-4,5-diiodo-1-methyl-1H-imidazole in 150 ml of THF was cooled down to −75° C.; then, 11.95 ml (19.1 mmol) of an n-butyl lithium solution (1.6 molar in n-hexane) was added drop by drop below −70° C. 30 min later, the reaction mixture was treated with an excess of solid carbon dioxide and subsequently warmed up to RT. It was then poured into crashed ice and extracted twice with EtOAc; the organic phases were washed with water, dried over magnes...